Dataset: the Open Reaction Database (ORD), a public repository of structured organic reaction records. Task: describe an organic reaction: reactants, conditions, products, and yield Reactants: COc1ccc(C(=O)OC(C(=O)O)(C(=O)c2ccc(OC)cc2)C(O)C(=O)O)cc1, O=C([O-])O, CC#N, COc1cc(C(=O)Cl)cc(OC)c1OC, OCCC1(c2ccc(Cl)c(Cl)c2)CCNC1, [Na+], O. Product: COc1cc(C(=O)N2CCC(CCO)(c3ccc(Cl)c(Cl)c3)C2)cc(OC)c1OC. Reaction SMILES: [C:1]([O:2][C:3]([C:4](=[O:5])[c:6]1[cH:7][cH:8][c:9]([O:10][CH3:11])[cH:12][cH:13]1)([CH:14]([C:15]([OH:16])=[O:17])[OH:18])[C:19]([OH:20])=[O:21])(=[O:22])[c:23]1[cH:24][cH:25][c:26]([O:27][CH3:28])[cH:29][cH:30]1.[C:50](=[O:51])([OH:52])[O-:53].[CH3:47][C:48]#[N:49].[CH3:55][O:56][c:57]1[cH:58][c:59]([C:60](=[O:61])[Cl:62])[cH:63][c:64]([O:68][CH3:69])[c:65]1[O:66][CH3:67].[Cl:31][c:32]1[cH:33][c:34]([C:39]2([CH2:44][CH2:45][OH:46])[CH2:40][NH:41][CH2:42][CH2:43]2)[cH:35][cH:36][c:37]1[Cl:38].[Na+:54].[OH2:70]>>[Cl:31][c:32]1[cH:33][c:34]([C:39]2([CH2:44][CH2:45][OH:46])[CH2:40][N:41]([C:60]([c:59]3[cH:58][c:57]([O:56][CH3:55])[c:65]([O:66][CH3:67])[c:64]([O:68][CH3:69])[cH:63]3)=[O:61])[CH2:42][CH2:43]2)[cH:35][cH:36][c:37]1[Cl:38]. The reactants are BrC=1C(NC=CC1OCC1=CC=C(C=C1)F)=O (3-bromo-4-(4-fluorobenzyloxy)-1H-pyridin-2-one), C(=O)([O-])[O-].[K+].[K+] (K2CO3), C1(CC1)CBr (cyclopropylmethyl bromide). Solvent: CN(C)C=O (DMF). Run at temperature 110 celsius, time 2 hour. Product: BrC=1C(N(C=C(C1OCC1=CC=C(C=C1)F)C)C1CC1)=O (3-bromo-1-cyclopropyl-methyl-4-(4-fluorobenzyloxy)-1H-pyridin-2-one). Isolated yield 40.6%. As a reaction SMILES: [Br:1][C:2]1[C:3](=[O:17])[NH:4][CH:5]=[CH:6][C:7]=1[O:8][CH2:9][C:10]1[CH:15]=[CH:14][C:13]([F:16])=[CH:12][CH:11]=1.[C:18]([O-])([O-])=O.[K+].[K+].[CH:24]1(CBr)[CH2:26][CH2:25]1>CN(C=O)C>[Br:1][C:2]1[C:3](=[O:17])[N:4]([CH:24]2[CH2:26][CH2:25]2)[CH:5]=[C:6]([CH3:18])[C:7]=1[O:8][CH2:9][C:10]1[CH:15]=[CH:14][C:13]([F:16])=[CH:12][CH:11]=1 |f:1.2.3|. Procedure details: To a solution of 3-bromo-4-(4-fluorobenzyloxy)-1H-pyridin-2-one (0.25 g, 0.84 mmol) in DMF (13 mL) was added K2CO3 (0.33 g, 1.7 mmol) and cyclopropylmethyl bromide (0.14 g, 1.0 mmol), and the reaction mixture was stirred at 110° C. for 2 h. The reaction mixture was cooled to room temperature, and the solvent was removed under reduced pressure. The residue was diluted with a 50% aqueous solution of brine, and extracted with CHCl3 (3×50 mL). The combined organics were washed with water and then br... Reactants: [OH-].[Na+] (NaOH), C(C1=CC=CC=C1)OCC(=O)Cl (Benzyloxyacetyl chloride), C1=CC=C(C=C1)C(C(=O)O)N (DL-phenylglycine), [OH-].[Na+] (NaOH). The solvent is O (H2O). Run at time 8 hour. Product: C1(=CC=CC=C1)COCC(=O)NC(C(=O)O)C1=CC=CC=C1 (α-[[(phenylmethoxy)acetyl]amino]benzeneacetic acid). Reaction SMILES: [CH2:1]([O:8][CH2:9][C:10](Cl)=[O:11])[C:2]1[CH:7]=[CH:6][CH:5]=[CH:4][CH:3]=1.[CH:13]1[CH:18]=[CH:17][C:16]([CH:19]([NH2:23])[C:20]([OH:22])=[O:21])=[CH:15][CH:14]=1.[OH-].[Na+]>O>[C:2]1([CH2:1][O:8][CH2:9][C:10]([NH:23][CH:19]([C:16]2[CH:17]=[CH:18][CH:13]=[CH:14][CH:15]=2)[C:20]([OH:22])=[O:21])=[O:11])[CH:7]=[CH:6][CH:5]=[CH:4][CH:3]=1 |f:2.3|. Procedure details: Benzyloxyacetyl chloride (6.3 mL, 40 mmol) is added to a solution of DL-phenylglycine (3.00 g, 19.8 mmol) and NaOH (2.32 g, 58.0 mmol) in 100 mL H2O and allowed to stir overnight. The reaction pH is adjusted to 11 with 3M NaOH 5 and washed with (3×50 mL) Et2O, then brought to pH=3 with concentrated HCl. The resulting precipitate is collected, washed with H2O and dried to obtain the title compound as an off-white solid. mp 127°-30° C. The reactants are C(C)OC(=O)C=1NC2=C(C=C(C=C2C1)C)Cl (7-chloro-5-methyl-1H-indole-2-carboxylic acid ethyl ester), C(C)(C)(C)OC(=O)N1S(O[C@H](C1)C)(=O)=O ((S)-5-methyl-2,2-dioxo-[1,2,3]oxathiazolidine-3-carboxylic acid tert-butyl ester). Yields the product C(C)OC(=O)C=1N(C2=C(C=C(C=C2C1)C)Cl)[C@@H](CNC(=O)OC(C)(C)C)C ((R)-1-(2-tert-Butoxycarbonylamino-1-methyl-ethyl)-7-chloro-5-methyl-1H-indole-2-carboxylic acid ethyl ester). Reaction SMILES: [CH2:1]([O:3][C:4]([C:6]1[NH:7][C:8]2[C:13]([CH:14]=1)=[CH:12][C:11]([CH3:15])=[CH:10][C:9]=2[Cl:16])=[O:5])[CH3:2].[C:17]([O:21][C:22]([N:24]1[CH2:28][C@H:27]([CH3:29])OS1(=O)=O)=[O:23])([CH3:20])([CH3:19])[CH3:18]>>[CH2:1]([O:3][C:4]([C:6]1[N:7]([C@H:27]([CH3:29])[CH2:28][NH:24][C:22]([O:21][C:17]([CH3:20])([CH3:19])[CH3:18])=[O:23])[C:8]2[C:13]([CH:14]=1)=[CH:12][C:11]([CH3:15])=[CH:10][C:9]=2[Cl:16])=[O:5])[CH3:2]. Procedure: The title compound was prepared in accordance with the general method of example 12b) from 7-chloro-5-methyl-1H-indole-2-carboxylic acid ethyl ester and (S)-5-methyl-2,2-dioxo-[1,2,3]oxathiazolidine-3-carboxylic acid tert-butyl ester. The reactants are C(C1=CC=CC=C1)OC(=O)N1C[C@H]([C@@H](C1)C1(CC1)C(=O)OCC)O[Si](C)(C)C(C)(C)C (1-Benzyloxycarbonyl-3-(S)-tert-butyldimethylsilyloxy-4-(R)-(1-ethoxycarbonylcyclopropyl)pyrrolidine), [F-].C(CCC)[N+](CCCC)(CCCC)CCCC (tetrabutylammonium fluoride). Run in O1CCCC1 (tetrahydrofuran), O1CCCC1 (tetrahydrofuran). Reaction conditions: time 30 minute. Product: C(C1=CC=CC=C1)OC(=O)N1C[C@H]([C@@H](C1)C1(CC1)C(=O)OCC)O (1-Benzyloxycarbonyl-3-(S)-hydroxy-4-(R)-(1-ethoxycarbonylcyclopropyl)pyrrolidine). Isolated yield 78.0%. Reaction SMILES: [CH2:1]([O:8][C:9]([N:11]1[CH2:15][C@@H:14]([C:16]2([C:19]([O:21][CH2:22][CH3:23])=[O:20])[CH2:18][CH2:17]2)[C@H:13]([O:24][Si](C(C)(C)C)(C)C)[CH2:12]1)=[O:10])[C:2]1[CH:7]=[CH:6][CH:5]=[CH:4][CH:3]=1.[F-].C([N+](CCCC)(CCCC)CCCC)CCC>O1CCCC1>[CH2:1]([O:8][C:9]([N:11]1[CH2:15][C@@H:14]([C:16]2([C:19]([O:21][CH2:22][CH3:23])=[O:20])[CH2:17][CH2:18]2)[C@H:13]([OH:24])[CH2:12]1)=[O:10])[C:2]1[CH:7]=[CH:6][CH:5]=[CH:4][CH:3]=1 |f:1.2|. Procedure details: 1-Benzyloxycarbonyl-3-(S)-tert-butyldimethylsilyloxy-4-(R)-(1-ethoxycarbonylcyclopropyl)pyrrolidine (1.79 g, 4.00 mmol) was dissolved in tetrahydrofuran (40 ml) to which, cooled in an ice bath, was subsequently added dropwise a tetrahydrofuran solution of 1.0 M tetrabutylammonium fluoride (5.33 ml, 5.33 mmol). The reaction solution was stirred at room temperature for 30 minutes and then tetrahydrofuran was evaporated under reduced pressure. Thereafter, the resulting residue was subjected to flas... Reactants: C(C)(C)N(CC)C(C)C (diisopropylethylamine), C(C)(=O)OC(C)=O (acetic anhydride), ice, C(C)(C)(C)OC(=O)N1[C@H]([C@@H](OC[C@@H]1[C@H]([C@H](CC1=CC(=CC(=C1)O)F)N)O)OCC(F)(F)F)C ((2S,3S,5R)-5-[(1S,2S)-2-Amino-3-(3-fluoro-5-hydroxy-phenyl)-1-hydroxy-propyl]-3-methyl-2-(2,2,2-trifluoro-ethoxy)-morpholine-4-carboxylic acid tert-butyl ester). Solvent: ClCCl (dichloromethane). Reaction conditions: time 50 minute. Yields the product C(C)(C)(C)OC(=O)N1[C@H]([C@@H](OC[C@@H]1[C@H]([C@H](CC1=CC(=CC(=C1)O)F)NC(C)=O)O)OCC(F)(F)F)C ((2S,3S,5R)-5-[(1S,2S)-2-Acetylamino-3-(3-fluoro-5-hydroxy-phenyl)-1-hydroxypropyl]-3-methyl-2-(2,2,2-trifluoro-ethoxy)-morpholine-4-carboxylic acid tert-butyl ester). Yield: 65.7%. As a reaction SMILES: [C:1](OC(=O)C)(=[O:3])[CH3:2].[C:8]([O:12][C:13]([N:15]1[C@@H:20]([C@@H:21]([OH:33])[C@@H:22]([NH2:32])[CH2:23][C:24]2[CH:29]=[C:28]([OH:30])[CH:27]=[C:26]([F:31])[CH:25]=2)[CH2:19][O:18][C@@H:17]([O:34][CH2:35][C:36]([F:39])([F:38])[F:37])[C@@H:16]1[CH3:40])=[O:14])([CH3:11])([CH3:10])[CH3:9].C(N(C(C)C)CC)(C)C>ClCCl>[C:8]([O:12][C:13]([N:15]1[C@@H:20]([C@@H:21]([OH:33])[C@@H:22]([NH:32][C:1](=[O:3])[CH3:2])[CH2:23][C:24]2[CH:29]=[C:28]([OH:30])[CH:27]=[C:26]([F:31])[CH:25]=2)[CH2:19][O:18][C@@H:17]([O:34][CH2:35][C:36]([F:39])([F:37])[F:38])[C@@H:16]1[CH3:40])=[O:14])([CH3:11])([CH3:9])[CH3:10]. Procedure details: Add acetic anhydride (0.142 mL, 1.51 mmol) to an ice cold solution of (2S,3S,5R)-5-[(1S,2S)-2-Amino-3-(3-fluoro-5-hydroxy-phenyl)-1-hydroxy-propyl]-3-methyl-2-(2,2,2-trifluoro-ethoxy)-morpholine-4-carboxylic acid tert-butyl ester (823 mg, 1.43 mmol) in dichloromethane (9 mL). Stir for 50 minutes and add diisopropylethylamine (0.125 mL, 0.717 mmol) and stir for 2 hours. Quench with aqueous 1N hydrochloric acid, wash with saturated aqueous sodium bicarbonate, dry with magnesium sulfate and purify ...